This data is from the Open Reaction Database (ORD), a public repository of structured organic reaction records. The task is: describe an organic reaction: reactants, conditions, products, and yield The reactants are CSC (methyl sulfide), [Cl-].[NH4+] (ammonium chloride), C(CCC)[Li] (n-butyl lithium), C(C1=CC=CC=C1)(C1=CC=CC=C1)=NC1=C(C=CC(=C1)Br)F (benzhydrylidene-(5-bromo-2-fluorophenyl)-amine). The solvent is O1CCCC1 (tetrahydrofuran), O (water), O1CCCC1 (tetrahydrofuran). Run at time 15 minute. Yields the product C(C1=CC=CC=C1)(C1=CC=CC=C1)=NC1=C(C=CC(=C1)SC)F (Benzhydrylidene-(2-fluoro-5-methylsulfanylphenyl)-amine). As a reaction SMILES: C([Li])CCC.[C:6](=[N:19][C:20]1[CH:25]=[C:24](Br)[CH:23]=[CH:22][C:21]=1[F:27])([C:13]1[CH:18]=[CH:17][CH:16]=[CH:15][CH:14]=1)[C:7]1[CH:12]=[CH:11][CH:10]=[CH:9][CH:8]=1.[CH3:28][S:29]C.[Cl-].[NH4+]>O1CCCC1.O>[C:6](=[N:19][C:20]1[CH:25]=[C:24]([S:29][CH3:28])[CH:23]=[CH:22][C:21]=1[F:27])([C:13]1[CH:18]=[CH:17][CH:16]=[CH:15][CH:14]=1)[C:7]1[CH:12]=[CH:11][CH:10]=[CH:9][CH:8]=1 |f:3.4|. Procedure details: 2.2 mL n-butyl lithium (2.66 M hexane solution) was added dropwise to a solution of 1.85 g benzhydrylidene-(5-bromo-2-fluorophenyl)-amine (compound in Production Example 336) in 10 mL tetrahydrofuran at −70° C., then the mixture was stirred for 15 minutes, a solution of 0.53 mL methyl sulfide in 5 mL tetrahydrofuran was added dropwise thereto, and the mixture was stirred at 0° C. for 2 hours. An aqueous saturated ammonium chloride solution was added thereto, and the reaction mixture was diluted ... Reaction SMILES: Br[C:2]1[CH2:6][CH2:5][CH2:4][C:3]=1[C:7]1[CH:12]=[CH:11][C:10]([S:13][CH3:14])=[CH:9][CH:8]=1.[Cl:15][C:16]1[CH:21]=[CH:20][C:19](B(O)O)=[CH:18][CH:17]=1>>[Cl:15][C:16]1[CH:21]=[CH:20][C:19]([C:2]2[CH2:6][CH2:5][CH2:4][C:3]=2[C:7]2[CH:12]=[CH:11][C:10]([S:13][CH3:14])=[CH:9][CH:8]=2)=[CH:18][CH:17]=1. Yields the product ClC1=CC=C(C=C1)C1=C(CCC1)C1=CC=C(C=C1)SC (1-[2-(4-chlorophenyl)cyclopenten-1-yl]-4-(methylthio)benzene). Procedure details: Following the synthetic procedure outlined in Step 3 of Example 1, 250 mg (0.93 mmol) of 1-(2-bromocyclopenten-1-yl)-4-(methylthio) benzene (Example 1, Step 2) was reacted with 300 mg (1.9 mmol) of 4-chlorophenylboronic acid (Lancaster). Purification by silica gel chromatography (MPLC) with hexane gave 290 mg of 1-[2-(4-chlorophenyl)cyclopenten-1-yl]-4-(methylthio)benzene as a colorless solid: mp 72°-74° C.; NMR (CDCl3) d 2.04 (m, J=7 Hz, 2H), 2.46 (s, 3H), 2.86 (n, J=7 Hz, 4H), 7.07-7.21 (m, 8H... The reactants are BrC1=C(CCC1)C1=CC=C(C=C1)SC (1-(2-bromocyclopenten-1-yl)-4-(methylthio)benzene), ClC1=CC=C(C=C1)B(O)O (4-chlorophenylboronic acid). The yield is 103.7%. Reactants: CC(C)=O, Cl, N, O=S(=O)(Cl)c1cccnc1. The product is NS(=O)(=O)c1cccnc1. Reaction SMILES: [CH3:13][C:14](=[O:15])[CH3:16].[ClH:1].[NH3:12].[n:2]1[cH:3][c:4]([S:8](=[O:9])(=[O:10])[Cl:11])[cH:5][cH:6][cH:7]1>>[n:2]1[cH:3][c:4]([S:8](=[O:9])(=[O:10])[NH2:12])[cH:5][cH:6][cH:7]1. Starting materials: C(C)(C)(C)[C@@H]1CC[C@H](CC1)OC=1C=C2C=CC(=CC2=CC1)C=O (6-(trans-4-tert-butylcyclohexyloxy)-2-naphthaldehyde), C(C)(=O)O (acetic acid), [BH-](OC(=O)C)(OC(=O)C)OC(=O)C.[Na+] (NaBH(OAc)3), NC(CC(=O)OCC)C (ethyl 3-aminobutanoate), C(=O)(O)[O-].[Na+] (NaHCO3). Run in ClC(C)Cl (dichloroethane). Run at time 10 minute. Product: C(C)(C)(C)[C@@H]1CC[C@H](CC1)OC=1C=C2C=CC(=CC2=CC1)CNC(CC(=O)OCC)C (ethyl 3-((6-(trans-4-tert-butylcyclohexyloxy)naphthalen-2-yl)methylamino)butanoate). The yield is 88.0%. As a reaction SMILES: [C:1]([C@H:5]1[CH2:10][CH2:9][C@H:8]([O:11][C:12]2[CH:13]=[C:14]3[C:19](=[CH:20][CH:21]=2)[CH:18]=[C:17]([CH:22]=O)[CH:16]=[CH:15]3)[CH2:7][CH2:6]1)([CH3:4])([CH3:3])[CH3:2].[NH2:24][CH:25]([CH3:32])[CH2:26][C:27]([O:29][CH2:30][CH3:31])=[O:28].C(O)(=O)C.[BH-](OC(C)=O)(OC(C)=O)OC(C)=O.[Na+].C([O-])(O)=O.[Na+]>ClC(Cl)C>[C:1]([C@H:5]1[CH2:10][CH2:9][C@H:8]([O:11][C:12]2[CH:13]=[C:14]3[C:19](=[CH:20][CH:21]=2)[CH:18]=[C:17]([CH2:22][NH:24][CH:25]([CH3:32])[CH2:26][C:27]([O:29][CH2:30][CH3:31])=[O:28])[CH:16]=[CH:15]3)[CH2:7][CH2:6]1)([CH3:4])([CH3:3])[CH3:2] |f:3.4,5.6|. Procedure details: 6-(trans-4-tert-butylcyclohexyloxy)-2-naphthaldehyde (30 mg, 0.097 mmol), ethyl 3-aminobutanoate (CAS no. 5303-65-1) (19 mg, 0.145 mmol), and acetic acid (17 mg, 0.291 mmol) were dissolved in dichloroethane (2 mL). The mixture was stirred at r.t. for 10 min under nitrogen atmosphere. Then NaBH(OAc)3 (41 mg, 0.194 mmol) was added to the mixture and the mixture was stirred at r.t. for 15 h. Then saturated NaHCO3 was added to the mixture to adjust the pH to 8. The mixture was extracted with ethyl a... Starting materials: CC=1C(C(CCC1)(CC=C(C)C)C)=O (2,6-Dimethyl-6-(3-methyl-but-2-enyl)-cyclohex-2-enone), [H-].[Al+3].[Li+].[H-].[H-].[H-] (lithium aluminium hydride). Run in C(C)OCC (diethyl ether). Conditions: time 1 hour. Product: CC=1C(C(CCC1)(CC=C(C)C)C)O (2,6-dimethyl-6-(3-methyl-but-2-enyl)-cyclo-hex-2-enol). Isolated yield 97.4%. As a reaction SMILES: [CH3:1][C:2]1[C:3](=[O:14])[C:4]([CH3:13])([CH2:8][CH:9]=[C:10]([CH3:12])[CH3:11])[CH2:5][CH2:6][CH:7]=1.[H-].[Al+3].[Li+].[H-].[H-].[H-]>C(OCC)C>[CH3:1][C:2]1[CH:3]([OH:14])[C:4]([CH3:13])([CH2:8][CH:9]=[C:10]([CH3:12])[CH3:11])[CH2:5][CH2:6][CH:7]=1 |f:1.2.3.4.5.6|. Procedure: 2,6-Dimethyl-6-(3-methyl-but-2-enyl)-cyclohex-2-enone (5.00 g, 26.04 mmol) was added dropwise to a suspension of lithium aluminium hydride (0.73 g, 18.2 mmol) in diethyl ether at 0° C. The mixture was stirred at room temperature for 1 h. The resulting suspension was quenched with water, aqueous sodium hydroxide solution and again water, was then filtered and concentrated in vacuo. The residue was distilled (bp. 110° C./0.1 Torr) to yield 4.93 g (98%) of the alcohol as a mixture of 2 diastereomer... Reactants: COC(CCCCCCCN(C(C1=CC=CC=C1)=O)C1=CC=CC=C1)=O (8-(N-phenyl-benzamido)-caprylic acid methylester), [OH-].[K+] (potassium hydroxide). Solvent: CO (methanol). Reaction conditions: temperature 25 celsius, time 48 hour. Yields the product C1(=CC=CC=C1)N(C(C1=CC=CC=C1)=O)CCCCCCCC(=O)O (8-(N-Phenyl-benzamido)-caprylic acid). As a reaction SMILES: C[O:2][C:3](=[O:26])[CH2:4][CH2:5][CH2:6][CH2:7][CH2:8][CH2:9][CH2:10][N:11]([C:20]1[CH:25]=[CH:24][CH:23]=[CH:22][CH:21]=1)[C:12](=[O:19])[C:13]1[CH:18]=[CH:17][CH:16]=[CH:15][CH:14]=1.[OH-].[K+]>CO>[C:20]1([N:11]([CH2:10][CH2:9][CH2:8][CH2:7][CH2:6][CH2:5][CH2:4][C:3]([OH:26])=[O:2])[C:12](=[O:19])[C:13]2[CH:14]=[CH:15][CH:16]=[CH:17][CH:18]=2)[CH:25]=[CH:24][CH:23]=[CH:22][CH:21]=1 |f:1.2|. Procedure details: 21.7 g (0.06 mol) of 8-(N-phenyl-benzamido)-caprylic acid methylester are dissolved in 80 cc. of methanol. 3.9 g (0.07 mol) of potassium hydroxide are added thereto. The mixture is stirred at 25° C. for 48 hours, the solvent is distilled off and the residue is dissolved in water. The aqueous phase is several times shaken with ether, the ethereal layers are discarded. The aqueous phase is acidified with dilute hydrochloric acid and is extracted with ether. The ethereal layer is washed with water ...